Dataset: the Open Reaction Database (ORD), a public repository of structured organic reaction records. Task: describe an organic reaction: reactants, conditions, products, and yield The reactants are C(C1=CC=CC=C1)OC(CCNC(C1=CC(=CC=C1)NC(CC1=CC=C(C=C1)CN=[N+]=[N-])=O)=O)=O (N-[m-[2-(α-azido-p-tolyl)acetamido]benzoyl]-β-alanine benzyl ester), O (water). The reagents and catalysts are [Pd] (Pd/C). Solvent: C(C)(=O)O (acetic acid). Yields the product NCC1=CC=C(C=C1)CC(=O)NC=1C=C(C(=O)NCCC(=O)O)C=CC1 (N-[m-[2-(α-amino-p-tolyl)acetamido]benzoyl]-β-alanine). The yield is 56.0%. As a reaction SMILES: C([O:8][C:9](=[O:35])[CH2:10][CH2:11][NH:12][C:13](=[O:34])[C:14]1[CH:19]=[CH:18][CH:17]=[C:16]([NH:20][C:21](=[O:33])[CH2:22][C:23]2[CH:28]=[CH:27][C:26]([CH2:29][N:30]=[N+]=[N-])=[CH:25][CH:24]=2)[CH:15]=1)C1C=CC=CC=1.O>C(O)(=O)C.[Pd]>[NH2:30][CH2:29][C:26]1[CH:27]=[CH:28][C:23]([CH2:22][C:21]([NH:20][C:16]2[CH:15]=[C:14]([CH:19]=[CH:18][CH:17]=2)[C:13]([NH:12][CH2:11][CH2:10][C:9]([OH:35])=[O:8])=[O:34])=[O:33])=[CH:24][CH:25]=1. Procedure: 296 mg of N-[m-[2-(α-azido-p-tolyl)acetamido]benzoyl]-β-alanine benzyl ester and 74 mg of Pd/C are stirred in 6 ml of acetic acid for 7 hours under hydrogen. After the addition of 3 ml of water the mixture is filtered and the filtrate is evaporated in a vacuum. The residue is taken up in water and the suspension is evaporated in a vacuum. The residue is triturated in methanol, filtered off under suction and dried. There are obtained 125 mg of N-[m-[2-(α-amino-p-tolyl)acetamido]benzoyl]-β-alanine...